The task is: describe an organic reaction: reactants, conditions, products, and yield. This data is from the Open Reaction Database (ORD), a public repository of structured organic reaction records. Yields the product C(C)C1=NC=2N(C(=C1)NC1=CC=C(C=C1)[N+](=O)[O-])N=CC2 (5-Ethyl-7-[(4-nitrophenyl)amino]pyrazolo[1,5-a]pyrimidine). Reactants: ClC1=CC(=NC=2N1N=CC2)CC (7-Chloro-5-ethylpyrazolo[1,5-a]pyrimidine), [N+](=O)([O-])C1=CC=C(N)C=C1 (4-nitroaniline). Procedure: 4.5 g (24.8 mmol) of 7-Chloro-5-ethylpyrazolo[1,5-a]pyrimidine (Example 1, Step B) and 3.5 g (25.3 mmol) 4-nitroaniline were heated in 75 ml dry ethanol for 5 h. During evaporation of the mixture in vacuo crystals precipitated, which were dissolved in dichloromethane. The solution was washed with saturated sodium bicarbonate solution, dried over sodium sulfate, and evaporated to dryness in vacuo to give the title compound as a yellow powder, m.p. 158°-160° C. Solvent: C(C)O (ethanol). As a reaction SMILES: Cl[C:2]1[N:7]2[N:8]=[CH:9][CH:10]=[C:6]2[N:5]=[C:4]([CH2:11][CH3:12])[CH:3]=1.[N+:13]([C:16]1[CH:22]=[CH:21][C:19]([NH2:20])=[CH:18][CH:17]=1)([O-:15])=[O:14]>C(O)C>[CH2:11]([C:4]1[CH:3]=[C:2]([NH:20][C:19]2[CH:21]=[CH:22][C:16]([N+:13]([O-:15])=[O:14])=[CH:17][CH:18]=2)[N:7]2[N:8]=[CH:9][CH:10]=[C:6]2[N:5]=1)[CH3:12].